Dataset: the Open Reaction Database (ORD), a public repository of structured organic reaction records. Task: describe an organic reaction: reactants, conditions, products, and yield Reactants: ClC=1C=C(C=2N(N1)C=CN2)NC2=NC(=CC=C2)N2C(CCC2)C (6-chloro-N-(6-(2-methylpyrrolidin-1-yl)pyridin-2-yl)imidazo[1,2-b]pyridazin-8-amine), C1(=C(C=CC=C1)B(O)O)C (o-tolylboronic acid), CC(C)C1=CC(=C(C(=C1)C(C)C)C2=C(C=CC=C2)P(C3CCCCC3)C4CCCCC4)C(C)C (X-phos), C(=O)([O-])[O-].[Na+].[Na+] (Na2CO3). Reagents/catalysts: C=1C=CC(=CC1)/C=C/C(=O)/C=C/C2=CC=CC=C2.C=1C=CC(=CC1)/C=C/C(=O)/C=C/C2=CC=CC=C2.C=1C=CC(=CC1)/C=C/C(=O)/C=C/C2=CC=CC=C2.[Pd].[Pd] (Pd2(dba)3). Run in O1CCOCC1 (dioxane), O (water). Conditions: temperature 100 celsius. The product is CC1N(CCC1)C1=CC=CC(=N1)NC=1C=2N(N=C(C1)C1=C(C=CC=C1)C)C=CN2 (N-(6-(2-methylpyrrolidin-1-yl)pyridin-2-yl)-6-o-tolylimidazo[1,2-b]pyridazin-8-amine). Yield: 43.6%. Reaction SMILES: Cl[C:2]1[CH:3]=[C:4]([NH:11][C:12]2[CH:17]=[CH:16][CH:15]=[C:14]([N:18]3[CH2:22][CH2:21][CH2:20][CH:19]3[CH3:23])[N:13]=2)[C:5]2[N:6]([CH:8]=[CH:9][N:10]=2)[N:7]=1.[C:24]1([CH3:33])[CH:29]=[CH:28][CH:27]=[CH:26][C:25]=1B(O)O.CC(C1C=C(C(C)C)C(C2C=CC=CC=2P(C2CCCCC2)C2CCCCC2)=C(C(C)C)C=1)C.C([O-])([O-])=O.[Na+].[Na+]>O1CCOCC1.O.C1C=CC(/C=C/C(/C=C/C2C=CC=CC=2)=O)=CC=1.C1C=CC(/C=C/C(/C=C/C2C=CC=CC=2)=O)=CC=1.C1C=CC(/C=C/C(/C=C/C2C=CC=CC=2)=O)=CC=1.[Pd].[Pd]>[CH3:23][CH:19]1[CH2:20][CH2:21][CH2:22][N:18]1[C:14]1[N:13]=[C:12]([NH:11][C:4]2[C:5]3[N:6]([CH:8]=[CH:9][N:10]=3)[N:7]=[C:2]([C:25]3[CH:26]=[CH:27][CH:28]=[CH:29][C:24]=3[CH3:33])[CH:3]=2)[CH:17]=[CH:16][CH:15]=1 |f:3.4.5,8.9.10.11.12|. Reported procedure: A mixture of 6-chloro-N-(6-(2-methylpyrrolidin-1-yl)pyridin-2-yl)imidazo[1,2-b]pyridazin-8-amine (0.10 g, 0.304 mmol), o-tolylboronic acid (0.045 g, 0.335 mmol), Pd2(dba)3 (0.017 g, 0.03 mmol), X-phos (0.029 g, 0.06 mmol) and Na2CO3 (0.097 g, 0.912 mmol) in dioxane (20 mL) and water (5 mL) was heated to 100° C. for 16 h in a sealed tube under N2 atmosphere then concentrated in vacuo. The residue was purified by chromatography (silica gel, 10 g, 200˜300 mesh, ethyl acetate:petroleum ether=1:15) t... Starting materials: CCO, CCOC(=O)CC(=NNc1ccc(C(=O)O)c(Cl)c1)C(C)=O, Cl, [Na+], [Na+], O=C([O-])[O-]. Yields the product CC(=O)C1=NN(c2ccc(C(=O)O)c(Cl)c2)C(=O)C1. As a reaction SMILES: [CH3:30][CH2:31][OH:32].[Cl:1][c:2]1[c:3]([C:4](=[O:5])[OH:6])[cH:7][cH:8][c:9]([NH:11][N:12]=[C:13]([CH2:14][C:15](=[O:16])[O:17][CH2:18][CH3:19])[C:20]([CH3:21])=[O:22])[cH:10]1.[ClH:29].[Na+:23].[Na+:24].[O-:25][C:26](=[O:27])[O-:28]>>[Cl:1][c:2]1[c:3]([C:4](=[O:5])[OH:6])[cH:7][cH:8][c:9]([N:11]2[N:12]=[C:13]([C:20]([CH3:21])=[O:22])[CH2:14][C:15]2=[O:16])[cH:10]1. Starting materials: CC(C)C(O)C(NC(=O)OCc1ccccc1)C(=O)OC(C)(C)C, ClCCl, O=C(O)C(F)(F)F. Yields the product CC(C)C(O)C(NC(=O)OCc1ccccc1)C(=O)O. Reaction SMILES: [CH2:1]([c:2]1[cH:3][cH:4][cH:5][cH:6][cH:7]1)[O:8][C:9](=[O:10])[NH:11][CH:12]([C:13](=[O:14])[O:15][C:16]([CH3:17])([CH3:18])[CH3:19])[CH:20]([CH:21]([CH3:22])[CH3:23])[OH:24].[CH2:32]([Cl:33])[Cl:34].[OH:25][C:26]([C:27]([F:28])([F:29])[F:30])=[O:31]>>[CH2:1]([c:2]1[cH:3][cH:4][cH:5][cH:6][cH:7]1)[O:8][C:9](=[O:10])[NH:11][CH:12]([C:13](=[O:14])[OH:15])[CH:20]([CH:21]([CH3:22])[CH3:23])[OH:24]. The reactants are BrC=1C=C(C=CC1)NC1=NC=NC2=CC=C(C=C12)N (N-(3-bromophenyl)4,6-quinazolindiamine), C(C)(C)(C)SSCC(=O)O (tert-Butyldisulfanyl-acetic acid), CN1CCOCC1 (N-methyl morpholine), C(C(C)C)OC(=O)Cl (isobutylchloroformate). Solvent: C(Cl)Cl (methylene chloride), CO (methanol), O1CCCC1 (tetrahydrofuran). Conditions: temperature 0 celsius, time 5 minute. Product: BrC=1C=C(C=CC1)NC1=NC=NC2=CC=C(C=C12)NC(CSSC(C)(C)C)=O (N-[4-(3-Bromo-phenylamino)-quinazolin-6-yl]-2-tert-butyldisulfanyl-acetamide). Yield: 19.8%. Reaction SMILES: [C:1]([S:5][S:6][CH2:7][C:8]([OH:10])=O)([CH3:4])([CH3:3])[CH3:2].C(OC(Cl)=O)C(C)C.CN1CCOCC1.[Br:26][C:27]1[CH:28]=[C:29]([NH:33][C:34]2[C:43]3[C:38](=[CH:39][CH:40]=[C:41]([NH2:44])[CH:42]=3)[N:37]=[CH:36][N:35]=2)[CH:30]=[CH:31][CH:32]=1>O1CCCC1.C(Cl)Cl.CO>[Br:26][C:27]1[CH:28]=[C:29]([NH:33][C:34]2[C:43]3[C:38](=[CH:39][CH:40]=[C:41]([NH:44][C:8](=[O:10])[CH2:7][S:6][S:5][C:1]([CH3:2])([CH3:3])[CH3:4])[CH:42]=3)[N:37]=[CH:36][N:35]=2)[CH:30]=[CH:31][CH:32]=1. Procedure: A solution of 2.7 grams of disulfide acid from Example 74 in 25 mL of tetrahydrofuran was cooled in an ice bath. A 1.9 mL portion of isobutylchloroformate followed by a 1.6 mL portion of N-methyl morpholine were added. After stirring for 5 minutes at 0° C., 1.0 grams of N-(3-bromophenyl)4,6-quinazolindiamine was added. The mixture was stirred for 3 hours at 0° C. and then allowed to warm to room temperature. The reaction was quenched with water and the tetrahydrofuran was evaporated under vacuum...